Dataset: the Open Reaction Database (ORD), a public repository of structured organic reaction records. Task: describe an organic reaction: reactants, conditions, products, and yield Reactants: O=C([O-])[O-], CNC, CC#N, CCO, O=C(CCl)Nc1ccc(Oc2ccc3c(c2)CCC(c2ccccc2)O3)nc1, [K+], [K+], O. Yields the product CN(C)CC(=O)Nc1ccc(Oc2ccc3c(c2)CCC(c2ccccc2)O3)nc1, Cl. RXN SMILES: [C:29](=[O:30])([O-:31])[O-:32].[CH3:35][NH:36][CH3:37].[CH3:39][C:40]#[N:41].[CH3:42][CH2:43][OH:44].[Cl:1][CH2:2][C:3](=[O:4])[NH:5][c:6]1[cH:7][n:8][c:9]([O:12][c:13]2[cH:14][c:15]3[c:20]([cH:21][cH:22]2)[O:19][CH:18]([c:23]2[cH:24][cH:25][cH:26][cH:27][cH:28]2)[CH2:17][CH2:16]3)[cH:10][cH:11]1.[K+:33].[K+:34].[OH2:38]>>[CH2:2]([C:3](=[O:4])[NH:5][c:6]1[cH:7][n:8][c:9]([O:12][c:13]2[cH:14][c:15]3[c:20]([cH:21][cH:22]2)[O:19][CH:18]([c:23]2[cH:24][cH:25][cH:26][cH:27][cH:28]2)[CH2:17][CH2:16]3)[cH:10][cH:11]1)[N:36]([CH3:35])[CH3:37].[ClH:1].